From a dataset of the Open Reaction Database (ORD), a public repository of structured organic reaction records. describe an organic reaction: reactants, conditions, products, and yield Starting materials: N(=[N+]=[N-])C(C(CC)CC)C1=CC=NN1CC1=CC=C(C=C1)OC (5-(1-Azido-2-ethylbutyl)-1-(4-methoxybenzyl)-1H-pyrazole). The reagents and catalysts are [Pd] (Pd/C). The solvent is CO (MeOH). Product: C(C)C(C(C1=CC=NN1CC1=CC=C(C=C1)OC)N)CC ({2-ethyl-1-[1-(4-methoxybenzyl)-1H-pyrazol-5-yl]butyl}amine). Isolated yield 92.7%. As a reaction SMILES: [N:1]([CH:4]([C:10]1[N:14]([CH2:15][C:16]2[CH:21]=[CH:20][C:19]([O:22][CH3:23])=[CH:18][CH:17]=2)[N:13]=[CH:12][CH:11]=1)[CH:5]([CH2:8][CH3:9])[CH2:6][CH3:7])=[N+]=[N-]>CO.[Pd]>[CH2:8]([CH:5]([CH2:6][CH3:7])[CH:4]([NH2:1])[C:10]1[N:14]([CH2:15][C:16]2[CH:17]=[CH:18][C:19]([O:22][CH3:23])=[CH:20][CH:21]=2)[N:13]=[CH:12][CH:11]=1)[CH3:9]. Procedure details: 5-(1-Azido-2-ethylbutyl)-1-(4-methoxybenzyl)-1H-pyrazole (0.750 g, 2.39 mmol) in MeOH (24 mL) with 5% Pd/C (75 mg) was hydrogenated under atm pressure for 24 h. The reaction mixture was filtered through a plug of Celite and the filtrate was concentrated to give 0.637 g (93%) of {2-ethyl-1-[1-(4-methoxybenzyl)-1H-pyrazol-5-yl]butyl}amine as an oil. The reactants are C(C(=O)Cl)(=O)Cl (Oxalyl chloride), C1(=CC=CC=C1)C=1C=C(C(=O)O)C=CC1 (3-phenylbenzoic acid), C(C(C)C)N (Isobutylamine), acid chloride. Solvent: C1CCOC1.CN(C)C=O (THF DMF). Reaction conditions: time 2.5 hour. Product: C(C(C)C)NC(C1=CC(=CC=C1)C1=CC=CC=C1)=O (N-isobutyl 3-phenylbenzamide). Reaction SMILES: C(Cl)(=O)C(Cl)=O.[C:7]1([C:13]2[CH:14]=[C:15]([CH:19]=[CH:20][CH:21]=2)[C:16]([OH:18])=O)[CH:12]=[CH:11][CH:10]=[CH:9][CH:8]=1.[CH2:22]([NH2:26])[CH:23]([CH3:25])[CH3:24]>C1COCC1.CN(C=O)C>[CH2:22]([NH:26][C:16](=[O:18])[C:15]1[CH:19]=[CH:20][CH:21]=[C:13]([C:7]2[CH:8]=[CH:9][CH:10]=[CH:11][CH:12]=2)[CH:14]=1)[CH:23]([CH3:25])[CH3:24] |f:3.4|. Reported procedure: Oxalyl chloride (132 μL, 1.5 mmol) was added over a 10 minute period to a mixture of 3-phenylbenzoic acid (200 mg, 1 mmol) dissolved in a mixture THF/DMF (3.5 mL/58 μL). After the addition, the reaction was stirred at room temperature for 2.5 hours. Isobutylamine (247 μL, 2.5 mmol) was then added into half of the acid chloride solution at 0° C. The reaction was then stirred at room temperature for 18 hours. The reaction was concentrated and water was added to the residue. The aqueous phase was e... Reactants: CS(=O)(=O)OCCc1ccc2cc(-c3cncc(C#N)c3)ccc2c1, O=C([O-])[O-], CC1CCCN1, CC#N, [Cs+], [Cs+]. The product is CC1CCCN1CCc1ccc2cc(-c3cncc(C#N)c3)ccc2c1. Reaction SMILES: [C:1](#[N:2])[c:3]1[cH:4][c:5](-[c:9]2[cH:10][c:11]3[cH:12][cH:13][c:14]([CH2:19][CH2:20][O:21][S:22]([CH3:23])(=[O:24])=[O:25])[cH:15][c:16]3[cH:17][cH:18]2)[cH:6][n:7][cH:8]1.[C:32](=[O:33])([O-:34])[O-:35].[CH3:26][CH:27]1[NH:28][CH2:29][CH2:30][CH2:31]1.[CH3:38][C:39]#[N:40].[Cs+:36].[Cs+:37]>>[C:1](#[N:2])[c:3]1[cH:4][c:5](-[c:9]2[cH:10][c:11]3[cH:12][cH:13][c:14]([CH2:19][CH2:20][N:28]4[CH:27]([CH3:26])[CH2:31][CH2:30][CH2:29]4)[cH:15][c:16]3[cH:17][cH:18]2)[cH:6][n:7][cH:8]1.